From a dataset of the Open Reaction Database (ORD), a public repository of structured organic reaction records. describe an organic reaction: reactants, conditions, products, and yield Reactants: CC(=O)O[BH-](OC(C)=O)OC(C)=O, CCN(C(C)C)C(C)C, O=Cc1ccccc1, O=C(Nc1ccc(Cl)c(Cl)c1)N1CCN(CC2CCCNC2)CC1, ClCCl, Cl, Cl, [Na+]. The product is O=C(Nc1ccc(Cl)c(Cl)c1)N1CCN(CC2CCCN(Cc3ccccc3)C2)CC1. Reaction SMILES: [C:44]([O:45][BH-:46]([O:47][C:48](=[O:49])[CH3:50])[O:51][C:52](=[O:53])[CH3:54])(=[O:55])[CH3:56].[CH:27]([N:28]([CH2:29][CH3:30])[CH:31]([CH3:32])[CH3:33])([CH3:34])[CH3:35].[CH:36](=[O:37])[c:38]1[cH:39][cH:40][cH:41][cH:42][cH:43]1.[Cl:3][c:4]1[cH:5][c:6]([NH:11][C:12](=[O:13])[N:14]2[CH2:15][CH2:16][N:17]([CH2:20][CH:21]3[CH2:22][NH:23][CH2:24][CH2:25][CH2:26]3)[CH2:18][CH2:19]2)[cH:7][cH:8][c:9]1[Cl:10].[Cl:58][CH2:59][Cl:60].[ClH:1].[ClH:2].[Na+:57]>>[Cl:3][c:4]1[cH:5][c:6]([NH:11][C:12](=[O:13])[N:14]2[CH2:15][CH2:16][N:17]([CH2:20][CH:21]3[CH2:22][N:23]([CH2:36][c:38]4[cH:39][cH:40][cH:41][cH:42][cH:43]4)[CH2:24][CH2:25][CH2:26]3)[CH2:18][CH2:19]2)[cH:7][cH:8][c:9]1[Cl:10]. As a reaction SMILES: [Br-:6].[CH2:1]1[O:2][CH2:3][CH2:4][CH2:5]1.[CH2:36]([c:37]1[cH:38][cH:39][cH:40][cH:41][cH:42]1)[N:43]1[CH2:44][CH2:45][C:46](=[O:49])[CH2:47][CH2:48]1.[CH3:51][c:52]1[cH:53][cH:54][cH:55][cH:56][cH:57]1.[ClH:50].[c:7]1([CH2:13][CH2:14][CH2:15][CH2:16][P+:17]([c:18]2[cH:19][cH:20][cH:21][cH:22][cH:23]2)([c:24]2[cH:25][cH:26][cH:27][cH:28][cH:29]2)[c:30]2[cH:31][cH:32][cH:33][cH:34][cH:35]2)[cH:8][cH:9][cH:10][cH:11][cH:12]1>>[c:7]1([CH2:13][CH2:14][CH2:15][CH:16]=[C:46]2[CH2:45][CH2:44][N:43]([CH2:36][c:37]3[cH:38][cH:39][cH:40][cH:41][cH:42]3)[CH2:48][CH2:47]2)[cH:8][cH:9][cH:10][cH:11][cH:12]1. The product is C(CCCc1ccccc1)=C1CCN(Cc2ccccc2)CC1. Reactants: [Br-], C1CCOC1, O=C1CCN(Cc2ccccc2)CC1, Cc1ccccc1, Cl, c1ccc(CCCC[P+](c2ccccc2)(c2ccccc2)c2ccccc2)cc1. Reactants: C1CCC2=NCCCN2CC1 (DBU), C(C)OC(CN(S(=O)(=O)C=1SC=CC1C=O)CCOC(C)OCC)=O (N-[2-(1-Ethoxyethoxy)ethyl]-N-[(3-formyl-2-thienyl)sulfonyl]glycine ethyl ester), C([O-])(O)=O.[Na+] (sodium bicarbonate). The solvent is C(C)(=O)OCC (ethyl acetate). Run at time 8 hour. Yields the product C(C)OC(C)OCCN1S(C2=C(C=C1C(=O)OCC)C=CS2)(=O)=O (Ethyl 2-[2-(1-ethoxyethoxy)ethyl]-2H-thieno[3,2-e]-1,2-thiazine-3-carboxylate 1,1-dioxide). The yield is 91.4%. As a reaction SMILES: [CH2:1]([O:3][C:4](=[O:25])[CH2:5][N:6]([CH2:17][CH2:18][O:19][CH:20]([O:22][CH2:23][CH3:24])[CH3:21])[S:7]([C:10]1[S:11][CH:12]=[CH:13][C:14]=1[CH:15]=O)(=[O:9])=[O:8])[CH3:2].C1CCN2C(=NCCC2)CC1.C(=O)(O)[O-].[Na+]>C(OCC)(=O)C>[CH2:23]([O:22][CH:20]([O:19][CH2:18][CH2:17][N:6]1[C:5]([C:4]([O:3][CH2:1][CH3:2])=[O:25])=[CH:15][C:14]2[CH:13]=[CH:12][S:11][C:10]=2[S:7]1(=[O:9])=[O:8])[CH3:21])[CH3:24] |f:2.3|. Procedure details: To a mixture of the product from Step B (10.2 g, 25.9 mmol) and molecular sieves (10 g) in ethyl acetate (150 mL) was added DBU (1 mL). The mixture was stirred overnight at ambient temperature, poured into a sainted solution of sodium bicarbonate (150 mL), and the organic layer was separated, dried and evaporated to give an oil (8.89 g, 91%). Reactants: O (Water), C(C1=CC=CC=C1)=O (Benzaldehyde), NC1=CC(=C(C(=O)NCC2CCN(CC2)CCCCCN)C=C1Cl)OC (4-amino-N-(1-(5-aminopentyl)piperidin-4-ylmethyl)-5-chloro-2-methoxybenzamide), [BH4-].[Na+] (Sodium borohydride). The solvent is C(C)O (ethanol). Yields the product NC1=CC(=C(C(=O)NCC2CCN(CC2)CCCCCNCC2=CC=CC=C2)C=C1Cl)OC (4-amino-N-((1-(5-benzylaminopentyl)piperidin-4-yl)methyl)-5-chloro-2-methoxybenzamide). Yield: 72.0%. Reaction SMILES: [CH:1](=O)[C:2]1[CH:7]=[CH:6][CH:5]=[CH:4][CH:3]=1.[NH2:9][C:10]1[C:31]([Cl:32])=[CH:30][C:13]([C:14]([NH:16][CH2:17][CH:18]2[CH2:23][CH2:22][N:21]([CH2:24][CH2:25][CH2:26][CH2:27][CH2:28][NH2:29])[CH2:20][CH2:19]2)=[O:15])=[C:12]([O:33][CH3:34])[CH:11]=1.[BH4-].[Na+].O>C(O)C>[NH2:9][C:10]1[C:31]([Cl:32])=[CH:30][C:13]([C:14]([NH:16][CH2:17][CH:18]2[CH2:19][CH2:20][N:21]([CH2:24][CH2:25][CH2:26][CH2:27][CH2:28][NH:29][CH2:1][C:2]3[CH:7]=[CH:6][CH:5]=[CH:4][CH:3]=3)[CH2:22][CH2:23]2)=[O:15])=[C:12]([O:33][CH3:34])[CH:11]=1 |f:2.3|. Reported procedure: Benzaldehyde (0.76 g) was added to a solution of 4-amino-N-(1-(5-aminopentyl)piperidin-4-ylmethyl)-5-chloro-2-methoxybenzamide (2.0 g) in ethanol (50 ml), and the mixture was stirred at refluxing temperature for 3 hr. Sodium borohydride (0.53 g) was added to the reaction mixture under ice-cooling, and the mixture was stirred overnight at room temperature. Water was added to the reaction mixture, and the mixture was extracted with chloroform. The organic layer was washed with saturated brine, dri... Starting materials: C1CCNC1, CCO, O=C1CCOc2ccc(-c3ccc(OC(F)(F)F)cc3)cc21, O=Cc1ccccn1. Yields the product O=C1C(=Cc2ccccn2)COc2ccc(-c3ccc(OC(F)(F)F)cc3)cc21. As a reaction SMILES: [CH2:31]1[CH2:32][NH:33][CH2:34][CH2:35]1.[CH3:36][CH2:37][OH:38].[F:1][C:2]([O:3][c:4]1[cH:5][cH:6][c:7](-[c:10]2[cH:11][c:12]3[c:17]([cH:18][cH:19]2)[O:16][CH2:15][CH2:14][C:13]3=[O:20])[cH:8][cH:9]1)([F:21])[F:22].[n:23]1[c:24]([CH:29]=[O:30])[cH:25][cH:26][cH:27][cH:28]1>>[F:1][C:2]([O:3][c:4]1[cH:5][cH:6][c:7](-[c:10]2[cH:11][c:12]3[c:17]([cH:18][cH:19]2)[O:16][CH2:15][C:14](=[CH:29][c:24]2[n:23][cH:28][cH:27][cH:26][cH:25]2)[C:13]3=[O:20])[cH:8][cH:9]1)([F:21])[F:22]. The reactants are Cl (HCl), ClC1=C(C=C(C=C1)NC(C(=O)OCC)=O)F (Ethyl 2-(4-chloro-3-fluorophenylamino)-2-oxoacetate), [OH-].[Na+] (NaOH), CCO (EtOH). Solvent: mixture, O (water). Run at time 6 hour. Yields the product ClC1=C(C=C(C=C1)NC(C(=O)O)=O)F (2-(4-chloro-3-fluorophenylamino)-2-oxoacetic acid). Reaction SMILES: [Cl:1][C:2]1[CH:7]=[CH:6][C:5]([NH:8][C:9](=[O:15])[C:10]([O:12]CC)=[O:11])=[CH:4][C:3]=1[F:16].[OH-].[Na+].CCO.Cl>O>[Cl:1][C:2]1[CH:7]=[CH:6][C:5]([NH:8][C:9](=[O:15])[C:10]([OH:12])=[O:11])=[CH:4][C:3]=1[F:16] |f:1.2|. Procedure details: Ethyl 2-(4-chloro-3-fluorophenylamino)-2-oxoacetate (4.18 g, 0.017 mol) to a solution of NaOH (1.361 g, 0.0340 mol) in mixture 50 ml EtOH and 50 ml water was added and the resulting mixture was stirred at RT for 6 h. The mixture was acidified with 2N HCl to pH 4-5 at 0° C. The precipitate was filtered, washed with water and dried on the air to afford 2-(4-chloro-3-fluorophenylamino)-2-oxoacetic acid (3′) (2 g, 55.2%) as a white solid. LC-MS (APCI+) m/z: calcd for C8H5ClFNO3: 216.99. found: 217 (... Reactants: O (water), ClC1=CC=C(C=C1)[N+](=O)[O-] (4-Chloronitrobenzene), ON=C(C)OCC (ethyl N-hydroxyacetimidate), solid, [OH-].[Na+] (NaOH). Solvent: CN(C)C=O (DMF). Reaction conditions: temperature 17 celsius, time 1 hour. The product is [N+](=O)([O-])C1=CC=C(ON=C(C)OCC)C=C1 (ethyl N-(4-nitrophenoxy)acetimidate). Yield: 98.5%. As a reaction SMILES: Cl[C:2]1[CH:7]=[CH:6][C:5]([N+:8]([O-:10])=[O:9])=[CH:4][CH:3]=1.[OH:11][N:12]=[C:13]([O:15][CH2:16][CH3:17])[CH3:14].[OH-].[Na+].O>CN(C=O)C>[N+:8]([C:5]1[CH:6]=[CH:7][C:2]([O:11][N:12]=[C:13]([O:15][CH2:16][CH3:17])[CH3:14])=[CH:3][CH:4]=1)([O-:10])=[O:9] |f:2.3|. Procedure: 4-Chloronitrobenzene, 136.2 g, and 111.4 g ethyl N-hydroxyacetimidate are dissolved in 216 ml DMF. The temperature is adjusted to 30° C. and 41.6 g solid NaOH is added in 8 portions keeping the temperature at 30-35° C. After one hour the temperature is adjusted to 40-45° C. and the mixture stirred for 1.5 hours. Cooling is applied and 520 ml water is fed at such a rate as to keep the temperature at ca 40° C. The slurry formed is cooled to 17° C. and filtered. The filter cake is washed with 175 m... The reactants are C(C)(=O)O (acetic acid), CC=CCCCCCCCCCCCCCCCCC (2-eicosene), ethylenic, epoxide, [OH-].[Na+] (NaOH). Solvent: C(C)(=O)OO (peracetic acid), O (water). Product: O1C(C)C1CCCCCCCCCCCCCCCCC (2,3-epoxy eicosane). RXN SMILES: [CH3:1][CH:2]=[CH:3][CH2:4][CH2:5][CH2:6][CH2:7][CH2:8][CH2:9][CH2:10][CH2:11][CH2:12][CH2:13][CH2:14][CH2:15][CH2:16][CH2:17][CH2:18][CH2:19][CH3:20].C(O)(=[O:23])C.[OH-].[Na+]>C(OO)(=O)C.O>[O:23]1[CH:3]([CH2:4][CH2:5][CH2:6][CH2:7][CH2:8][CH2:9][CH2:10][CH2:11][CH2:12][CH2:13][CH2:14][CH2:15][CH2:16][CH2:17][CH2:18][CH2:19][CH3:20])[CH:2]1[CH3:1] |f:2.3|. Procedure: 7 g of 2-eicosene are dissolved in 20 g of peracetic acid. The ethylenic function is oxidised into epoxide in the absence of heat. The acetic acid formed is neutralised in 10 ml of water by the addition of 1N NaOH. The aqueous solution thus obtained is extracted with ether. Removal of the ether leaves 6 g of 2,3-epoxy eicosane which is purified in the same way as described above. Mp: 40° C., bp 15 mm Hg : 200°-210° C.